From a dataset of the Open Reaction Database (ORD), a public repository of structured organic reaction records. describe an organic reaction: reactants, conditions, products, and yield Starting materials: ClC1=CC(=C(C=N1)O)C (6-chloro-4-methylpyridin-3-ol), ClCC1=CC=C(C=C1)F (1-(chloromethyl)-4-fluorobenzene), Amine-49. Yields the product ClC1=NC=C(C(=C1)C)OCC1=CC=C(C=C1)F (2-chloro-5-((4-fluorobenzyl)oxy)-4-methylpyridine). Isolated yield 96.0%. Reaction SMILES: [Cl:1][C:2]1[N:7]=[CH:6][C:5]([OH:8])=[C:4]([CH3:9])[CH:3]=1.Cl[CH2:11][C:12]1[CH:17]=[CH:16][C:15]([F:18])=[CH:14][CH:13]=1>>[Cl:1][C:2]1[CH:3]=[C:4]([CH3:9])[C:5]([O:8][CH2:11][C:12]2[CH:17]=[CH:16][C:15]([F:18])=[CH:14][CH:13]=2)=[CH:6][N:7]=1. Reported procedure: The title compound is prepared in 96% yield (3.38 g, white solid) from 6-chloro-4-methylpyridin-3-ol (2.00 g, 13.9 mmol) and 1-(chloromethyl)-4-fluorobenzene (3.22 g, 22.3 mmol) in a similar manner to Step-1 of Amine-49. The reactants are O=C1C(=NC=CN1)C#N (3-oxo-3,4-dihydro-2-pyrazinecarbonitrile), Cl (hydrogen chloride), N (ammonia). Run in CO (methanol), solution, CO (methanol), ice. Run at time 8 hour. Yields the product O=C1C(=NC=CN1)C(N)=N (3-oxo-3,4-dihydro-2-pyrazinecarboximidamide). RXN SMILES: [O:1]=[C:2]1[NH:7][CH:6]=[CH:5][N:4]=[C:3]1[C:8]#[N:9].Cl.[NH3:11]>CO>[O:1]=[C:2]1[NH:7][CH:6]=[CH:5][N:4]=[C:3]1[C:8](=[NH:11])[NH2:9]. Procedure details: In 33 ml of methanol was dissolved 1.1 g of 3-oxo-3,4-dihydro-2-pyrazinecarbonitrile synthesized according to the description of J. Heterocycl. Chem., Vol. 19, Pages 1,397-1,402 (1982). While cooling the solution with ice, gaseous hydrogen chloride was introduced until saturation, after which the solution was stirred at the same temperature as above for 8 hours. The solvent was removed under reduced pressure, the residue thus obtained and dissolved in 55 ml of a 7 mol/L solution of ammonia in me... The reactants are [F-].[Na+] (sodium fluoride), C(C1CO1)N1N(C(=O)N(C1=O)CC(CCl)O)CC1CO1 (1,2-diglycidyl-4-(3-chloro-2-hydroxypropyl)-urazole). Run in CC(=O)C (acetone). Run at time 6 hour. Yields the product C(C1CO1)N1N(C(=O)N(C1=O)CC(CF)O)CC1CO1 (1,2-diglycidyl-4-(3-fluoro-2-hydroxypropyl)-urazole). Reaction SMILES: [F-:1].[Na+].[CH2:3]([N:7]1[C:12](=[O:13])[N:11]([CH2:14][CH:15]([OH:18])[CH2:16]Cl)[C:9](=[O:10])[N:8]1[CH2:19][CH:20]1[O:22][CH2:21]1)[CH:4]1[O:6][CH2:5]1>CC(C)=O>[CH2:3]([N:7]1[C:12](=[O:13])[N:11]([CH2:14][CH:15]([OH:18])[CH2:16][F:1])[C:9](=[O:10])[N:8]1[CH2:19][CH:20]1[O:22][CH2:21]1)[CH:4]1[O:6][CH2:5]1 |f:0.1|. Reported procedure: 2.1 g (50 mMoles of sodium fluoride were added to a solution of 1.5 g (5 mMoles) of 1,2-diglycidyl-4-(3-chloro-2-hydroxypropyl)-urazole in 100 ml of acetone and the mixture boiled for 6 hours. After the solvent had been distilled off and the residue taken up in 50 ml of methylene chloride, followed by filtration, removal of the methylene chloride by distillation and drying in an oil pump vacuum at 40° C., 1,2-diglycidyl-4-(3-fluoro-2-hydroxypropyl)-urazole, refractive index nD20 :1.4955 (colorle... Reactants: CC1=C(C(=CC=C1)[N+](=O)[O-])S(=O)(=O)O (2-methyl-6-nitro-benzenesulfonic acid), O=S(Cl)Cl (SOCl2). The solvent is CN(C)C=O (DMF). The product is CC1=C(C(=CC=C1)[N+](=O)[O-])S(=O)(=O)Cl (2-Methyl-6-nitro-benzenesulfonyl chloride). Reaction SMILES: [CH3:1][C:2]1[CH:7]=[CH:6][CH:5]=[C:4]([N+:8]([O-:10])=[O:9])[C:3]=1[S:11]([OH:14])(=O)=[O:12].O=S(Cl)[Cl:17]>CN(C=O)C>[CH3:1][C:2]1[CH:7]=[CH:6][CH:5]=[C:4]([N+:8]([O-:10])=[O:9])[C:3]=1[S:11]([Cl:17])(=[O:14])=[O:12]. Reported procedure: In a similar fashion using route 39 general procedure 96, 2-methyl-6-nitro-benzenesulfonic acid 451 (7.2 g crude), SOCl2 (16 ml) and DMF (0.35 ml) at 90° C. for 3 h gave the title compound (3.5 g) which was used in the next step without further purification. The structure was confirmed by 1H NMR. Starting materials: C(C)OC1=C(C(=O)O)C=C(C=N1)[N+](=O)[O-] (2-ethoxy-5-nitronicotinic acid), O (H2O), C(=O)(O)[O-].[Na+] (NaHCO3). The reagents and catalysts are [Pd] (palladium on carbon). Run in CCO (EtOH). Conditions: time 6 hour. Product: NC=1C=NC(=C(C(=O)O)C1)OCC (5-Amino-2-ethoxynicotinic acid). The yield is 48.0%. As a reaction SMILES: [CH2:1]([O:3][C:4]1[N:12]=[CH:11][C:10]([N+:13]([O-])=O)=[CH:9][C:5]=1[C:6]([OH:8])=[O:7])[CH3:2].O.C([O-])(O)=O.[Na+]>CCO.[Pd]>[NH2:13][C:10]1[CH:11]=[N:12][C:4]([O:3][CH2:1][CH3:2])=[C:5]([CH:9]=1)[C:6]([OH:8])=[O:7] |f:2.3|. Procedure details: A solution of 2-ethoxy-5-nitronicotinic acid (12.0 g, 56.6 mmol, prepared by the method described in WO9954333) in a mixture of EtOH (150 ml), H2O (150 ml), NaHCO3 (4.80 g, 57.0 mmol) and 10% palladium on carbon (1.0 g) was hydrogenated at 60 psi and at 60° C. for 6 h. The mixture was cooled, filtered and acidified with AcOH. The mixture was concentrated in vacuo and the residue triturated with DCM/MeOH (95:5) to afford the title compound as a brown/purple solid (5.0 g, 27.5 mmol, 48%); mp 260-2... Starting materials: C(C=C)#N (acrylonitrile), OC1(C(NC2=CC=CC=C12)=O)C=1C=C(C=CC1)C (3-hydroxy-3-(m-tolyl)indolin- 2-one). Yields the product C(#N)CCN1C(C(C2=CC=CC=C12)(C=1C=C(C=CC1)C)O)=O (1-(2-cyanoethyl)- 3-hydroxy-3-(m-tolyl)indole- 2-one). Reaction SMILES: [C:1](#[N:4])[CH:2]=[CH2:3].[OH:5][C:6]1([C:16]2[CH:17]=[C:18]([CH3:22])[CH:19]=[CH:20][CH:21]=2)[C:14]2[C:9](=[CH:10][CH:11]=[CH:12][CH:13]=2)[NH:8][C:7]1=[O:15]>>[C:1]([CH2:2][CH2:3][N:8]1[C:9]2[C:14](=[CH:13][CH:12]=[CH:11][CH:10]=2)[C:6]([OH:5])([C:16]2[CH:17]=[C:18]([CH3:22])[CH:19]=[CH:20][CH:21]=2)[C:7]1=[O:15])#[N:4]. Reported procedure: Reaction of acrylonitrile with 3-hydroxy-3-(m-tolyl)indolin- 2-one by a procedure analogous to that of Example 1 gives 1-(2-cyanoethyl)- 3-hydroxy-3-(m-tolyl)indole- 2-one. Hydrogenation of 1-(2-cyanoethyl)-3-hydroxy-3-(m-tolyl) indolin-2-one by a procedure analogous to that of Example 2 gives 1-(3-aminopropyl)-3-hydroxy-3-(m-tolyl)indolin- 2-one. Cyclodehydration of 1-(3-aminopropyl)-3-hydroxy-3-(m-tolyl) indolin -2-one by a procedure analogous to that of Example 3 gives 2,3,4,10-tetrahydro-10-... Reactants: C(C)(C)(C)C1=NC2=C(N1CC1CCC(CC1)(F)F)C=CC(=C2)NS(=O)(=O)CC (N-{2-tert-butyl-1-[(4,4-difluorocyclohexyl)methyl]-1H-benzimidazol-5-yl}ethanesulfonamide), C(C)S(=O)(=O)O (ethane sulphonic acid). The solvent is C(C)(C)OC(C)=O (iso-propylacetate). Run at time 3 day. Product: S(=O)(=O)(O)CC.C(C)(C)(C)C1=NC2=C(N1CC1CCC(CC1)(F)F)C=CC(=C2)NS(=O)(=O)CC (N-{2-tert-butyl-1-[(4,4-difluorocyclohexyl)methyl]-1H-benzimidazol-5-yl}ethanesulfonamide esylate salt). RXN SMILES: [C:1]([C:5]1[N:9]([CH2:10][CH:11]2[CH2:16][CH2:15][C:14]([F:18])([F:17])[CH2:13][CH2:12]2)[C:8]2[CH:19]=[CH:20][C:21]([NH:23][S:24]([CH2:27][CH3:28])(=[O:26])=[O:25])=[CH:22][C:7]=2[N:6]=1)([CH3:4])([CH3:3])[CH3:2].[CH2:29]([S:31]([OH:34])(=[O:33])=[O:32])[CH3:30]>C(OC(=O)C)(C)C>[S:31]([CH2:29][CH3:30])([OH:34])(=[O:33])=[O:32].[C:1]([C:5]1[N:9]([CH2:10][CH:11]2[CH2:12][CH2:13][C:14]([F:18])([F:17])[CH2:15][CH2:16]2)[C:8]2[CH:19]=[CH:20][C:21]([NH:23][S:24]([CH2:27][CH3:28])(=[O:25])=[O:26])=[CH:22][C:7]=2[N:6]=1)([CH3:4])([CH3:2])[CH3:3] |f:3.4|. Reported procedure: N-{2-tert-butyl-1-[(4,4-difluorocyclohexyl)methyl]-1H-benzimidazol-5-yl}ethanesulfonamide (101 mg) was dissolved in iso-propylacetate (1.5 ml) at 42° C. and ethane sulphonic acid (20 μl, 95%) was added. Crystallisation started immediately. The slurry was left for three days before it was filtered off and washed with iso-propylacetate (3×200 μl). The product was dried at 40° C. under vacuum to yield 61 mg crystalline N-{2-tert-butyl-1-[(4,4-difluorocyclohexyl)methyl]-1H-benzimidazol-5-yl}ethanesu... Starting materials: S1C=C(C=C1)CC(=O)O (2-(thiophene-3-yl)acetic acid), C(CCS)S (propane-1,3-dithiol), C1(CCCCC1)N=C=NC1CCCCC1 (N,N′-dicyclohexylcarbodiimide). The reagents and catalysts are CN(C1=CC=NC=C1)C (4-dimethylaminopyridine). Run in C(Cl)Cl (methylene chloride), CC(=O)C (acetone), C(Cl)Cl (methylene chloride). Reaction conditions: temperature 0 celsius. The product is C1(CCCCC1)NC(=O)NC1CCCCC1 (1,3-dicyclohexylurea). As a reaction SMILES: S1C=CC(CC(O)=[O:8])=C1.C(S)CCS.[CH:15]1([N:21]=[C:22]=[N:23][CH:24]2[CH2:29][CH2:28][CH2:27][CH2:26][CH2:25]2)[CH2:20][CH2:19][CH2:18][CH2:17][CH2:16]1>CN(C)C1C=CN=CC=1.C(Cl)Cl.CC(C)=O>[CH:24]1([NH:23][C:22]([NH:21][CH:15]2[CH2:16][CH2:17][CH2:18][CH2:19][CH2:20]2)=[O:8])[CH2:29][CH2:28][CH2:27][CH2:26][CH2:25]1. Procedure details: As shown in Reaction 1, 2-(thiophene-3-yl)acetic acid) (1 g, 7.03 mmol), propane-1,3-dithiol (0.753 g, 7.03 mmol), and 4-dimethylaminopyridine (4-DMAP) (2.014 g, 1.75 mol) were dissolved in 80 ml of methylene chloride in a three-neck round bottom flask, after which stirring was performed at 60° C. in a nitrogen atmosphere. The stirred mixture solution was slowly added with N,N′-dicyclohexylcarbodiimide (DCC) (2.89 g, 14.06 mol) dissolved in 20 ml of methylene chloride, and was then allowed to re... The reactants are C([O-])([O-])=O.[Na+].[Na+] (sodium carbonate), C(=O)(OC(C)(C)C)N1CCC(CC1)N (N-Boc-4-aminopiperidine), ClC1=NC=C(C=C1)[N+](=O)[O-] (2-chloro-5-nitro-pyridine). Run in C(C)O (ethanol). Reaction conditions: time 8 hour. Product: C(C)(C)(C)OC(=O)N1CCC(CC1)NC1=NC=C(C=C1)[N+](=O)[O-] (4-(5-Nitro-pyridin-2-ylamino)-piperidine-1-carboxylic acid tert-butyl ester). RXN SMILES: [C:1]([N:8]1[CH2:13][CH2:12][CH:11]([NH2:14])[CH2:10][CH2:9]1)([O:3][C:4]([CH3:7])([CH3:6])[CH3:5])=[O:2].C(=O)([O-])[O-].[Na+].[Na+].Cl[C:22]1[CH:27]=[CH:26][C:25]([N+:28]([O-:30])=[O:29])=[CH:24][N:23]=1>C(O)C>[C:4]([O:3][C:1]([N:8]1[CH2:13][CH2:12][CH:11]([NH:14][C:22]2[CH:27]=[CH:26][C:25]([N+:28]([O-:30])=[O:29])=[CH:24][N:23]=2)[CH2:10][CH2:9]1)=[O:2])([CH3:7])([CH3:6])[CH3:5] |f:1.2.3|. Procedure details: Dissolve N-Boc-4-aminopiperidine (0.9 g, 4.8 mmol) in dry ethanol and add solid sodium carbonate (0.8 g, 7.9 mmol) at 0° C., followed by 2-chloro-5-nitro-pyridine (0.6 g, 3.9 mmol). Stir the solution at room temperature overnight, then heat the solution at 9° C. for 6 hours. Stir at room temperature overnight. Evaporate the solvent under reduced pressure and partition the crude mixture between EtOH and water. Extract with EtOAc and wash the organic layer with saturated aq. sodium chloride soluti...